This data is from the Open Reaction Database (ORD), a public repository of structured organic reaction records. The task is: describe an organic reaction: reactants, conditions, products, and yield Reactants: C[Si](C1=CC(=CO1)C=O)(C)C (5-trimethylsilyl-3-furaldehyde), C(C)(=O)OC(C)=O (Acetic anhydride), C(CCC)[Sn](CCCC)(CCCC)COCOCCOC (2-methoxyethoxymethyl tributylstannylmethyl ether), C(CCC)[Li] (n-butyl lithium), solution. Solvent: O1CCCC1 (THF), O1CCCC1 (tetrahydrofuran), CCCCCC (hexane). Run at time 10 minute. Product: C(C)(=O)OC(COCOCCOC)C1=COC(=C1)[Si](C)(C)C (3-[1-Acetoxy-2-(2-methoxyethoxy)methoxyethyl]-5-trimethylsilylfuran). Reaction SMILES: C([Sn]([CH2:14][O:15][CH2:16][O:17][CH2:18][CH2:19][O:20][CH3:21])(CCCC)CCCC)CCC.C([Li])CCC.[CH3:27][Si:28]([CH3:37])([CH3:36])[C:29]1[O:33][CH:32]=[C:31]([CH:34]=[O:35])[CH:30]=1.[C:38](OC(=O)C)(=[O:40])[CH3:39]>O1CCCC1.CCCCCC>[C:38]([O:35][CH:34]([C:31]1[CH:30]=[C:29]([Si:28]([CH3:37])([CH3:36])[CH3:27])[O:33][CH:32]=1)[CH2:14][O:15][CH2:16][O:17][CH2:18][CH2:19][O:20][CH3:21])(=[O:40])[CH3:39]. Reported procedure: A solution of 2-methoxyethoxymethyl tributylstannylmethyl ether (620 mg, 1.5 mmole) in tetrahydrofuran (THF) (5 ml) at -78° C. was treated with n-butyl lithium (a 2.5M solution in hexane: 0.67 ml, 1.67 mmole). After 10 min., a solution of 5-trimethylsilyl-3-furaldehyde (254 mg, 1.5 mmole) in THF (2 ml) was added. The solution was stirred for 3 hours while the cooling bath warmed to room temperature. Acetic anhydride (309 mg, 3.03 mmole) was added and the solution stirred at room temperature over... Reactants: C(C)(C)(C)C1=NC=2C3=C(CCC2C=N1)N=C(S3)NC(=O)N3C=NC=C3 (imidazole-1-carboxylic acid (8-tert-butyl-4,5-dihydro-thiazolo[4,5-h]quinazolin-2-yl)-amide), Cl.FC(C(C(=N)N)(C)C)(F)F (3,3,3-trifluoro-2,2-dimethyl-propionamidine hydrochloride). Yields the product FC(C(C)(C)C1=NC=2C3=C(CCC2C=N1)N=C(S3)NC(=O)N3C=NC=C3)(F)F (Imidazole-1-carboxylic acid [8-(2,2,2-trifluoro-1,1-dimethyl-ethyl)-4,5-dihydro-thiazolo[4,5-h]quinazolin-2-yl]-amide). As a reaction SMILES: C(C1N=[CH:13][C:12]2[CH2:11][CH2:10][C:9]3[N:15]=[C:16]([NH:18][C:19]([N:21]4[CH:25]=[CH:24][N:23]=[CH:22]4)=[O:20])[S:17][C:8]=3[C:7]=2N=1)(C)(C)C.Cl.[F:27][C:28]([F:36])([F:35])[C:29]([CH3:34])([CH3:33])[C:30]([NH2:32])=[NH:31]>>[F:27][C:28]([F:36])([F:35])[C:29]([C:30]1[N:32]=[CH:13][C:12]2[CH2:11][CH2:10][C:9]3[N:15]=[C:16]([NH:18][C:19]([N:21]4[CH:25]=[CH:24][N:23]=[CH:22]4)=[O:20])[S:17][C:8]=3[C:7]=2[N:31]=1)([CH3:34])[CH3:33] |f:1.2|. Procedure details: The title compound was prepared in analogy to the procedure described for Intermediate A but in Stage A.3 3,3,3-trifluoro-2,2-dimethyl-propionamidine hydrochloride (Stage 44.2) was used instead of tert-butylamidine hydrochloride. Starting materials: C(Cl)Cl (methylene chloride), N(=[N+]=[N-])C(CC)C=1N=C2N(C(C1C1=CC=CC=C1)=O)C(=CC=C2)C (2-(1-azidopropyl)-6-methyl-3-phenyl-4H-pyrido[1,2-a]pyrimidin-4-one), CP(C)C (trimethylphosphine). The solvent is O1CCCC1 (tetrahydrofuran), O (water), O1CCCC1 (tetrahydrofuran). Run at time 1 hour. Product: NC(CC)C=1N=C2N(C(C1C1=CC=CC=C1)=O)C(=CC=C2)C (2-(1-aminopropyl)-6-methyl-3-phenyl-4H-pyrido[1,2-a]pyrimidin-4-one). Reaction SMILES: [N:1]([CH:4]([C:7]1[N:8]=[C:9]2[CH:23]=[CH:22][CH:21]=[C:20]([CH3:24])[N:10]2[C:11](=[O:19])[C:12]=1[C:13]1[CH:18]=[CH:17][CH:16]=[CH:15][CH:14]=1)[CH2:5][CH3:6])=[N+]=[N-].CP(C)C.C(Cl)Cl>O1CCCC1.O>[NH2:1][CH:4]([C:7]1[N:8]=[C:9]2[CH:23]=[CH:22][CH:21]=[C:20]([CH3:24])[N:10]2[C:11](=[O:19])[C:12]=1[C:13]1[CH:14]=[CH:15][CH:16]=[CH:17][CH:18]=1)[CH2:5][CH3:6]. Procedure details: To a stirred solution of 2-(1-azidopropyl)-6-methyl-3-phenyl-4H-pyrido[1,2-a]pyrimidin-4-one (0.030 g, 0.094 mmol) in tetrahydrofuran (0.24 mL) and water (0.06 mL) was added 1.0 M of trimethylphosphine in tetrahydrofuran (0.11 mL) at room temperature and the mixture was stirred at room temperature for 1 hour. To the mixture was added methylene chloride and the mixture was washed with brine, dried over magnesium sulfate, and evaporated to dryness under reduced pressure. The crude residue was used... Reactants: N1=CC=C2N1C=NC(C2)=O (Pyrazolo[1,5-c]pyrimidin-5(4H)-one), IN1C(CCC1=O)=O (N-iodosuccinimide). Solvent: CN(C)C=O (DMF). Conditions: time 1 hour. Yields the product IC=1C=NN2C=NC(CC21)=O (3-iodopyrazolo[1,5-c]pyrimidin-5(4H)-one). The yield is 85.9%. RXN SMILES: [N:1]1[N:5]2[CH:6]=[N:7][C:8](=[O:10])[CH2:9][C:4]2=[CH:3][CH:2]=1.[I:11]N1C(=O)CCC1=O>CN(C=O)C>[I:11][C:3]1[CH:2]=[N:1][N:5]2[C:4]=1[CH2:9][C:8](=[O:10])[N:7]=[CH:6]2. Reported procedure: Pyrazolo[1,5-c]pyrimidin-5(4H)-one (1.0 g, 7.4 mM, 1.0 equiv) and N-iodosuccinimide (1.67 g, 7.4 mM, 1.0 equiv) were combined with 20 mL of DMF and warmed slightly. Within minutes a heavy precipitate formed. The reaction mixture was stirred an additional 1 h at ambient temperature then cooled on an icewater bath and filtered. The collected solid was washed with 20 mL of dichloromethane and air dried to give 1.66 g (86%) of 3-iodopyrazolo[1,5-c]pyrimidin-5(4H)-one. LCMS (ESI) m+H=262.2; 1H NMR (4...